Dataset: the Open Reaction Database (ORD), a public repository of structured organic reaction records. Task: describe an organic reaction: reactants, conditions, products, and yield The reactants are C(C)(=O)OC(C)=O (Acetic anhydride), Cl.NCC=1C=C(C=CC1)B(O)O ((3-aminomethylphenyl)boronic acid, hydrochloride), CCN(C(C)C)C(C)C (DIEA). Solvent: C(Cl)Cl (CH2Cl2). Reaction conditions: time 1 hour. Yields the product C(C)(=O)NCC=1C=C(C=CC1)B(O)O (3-(Acetylamino-methyl)-phenylboronic acid). Isolated yield 23.3%. RXN SMILES: C(O[C:5](=[O:7])[CH3:6])(=O)C.Cl.[NH2:9][CH2:10][C:11]1[CH:12]=[C:13]([B:17]([OH:19])[OH:18])[CH:14]=[CH:15][CH:16]=1.CCN(C(C)C)C(C)C>C(Cl)Cl>[C:5]([NH:9][CH2:10][C:11]1[CH:12]=[C:13]([B:17]([OH:19])[OH:18])[CH:14]=[CH:15][CH:16]=1)(=[O:7])[CH3:6] |f:1.2|. Procedure: Acetic anhydride (76 μL, 0.80 mmol) was added dropwise to a stirred solution of (3-aminomethylphenyl)boronic acid, hydrochloride (150 mg, 0.80 mmol) and DIEA (560 μL, 3.2 mmol) in CH2Cl2 (5 mL) at 0° C. After 1 h, the solution was concentrated in vacuo and purified by preparatory HPLC to give 36 mg (23%) of the title compound as a white solid. [M+H] calc'd for C9H12BNO3, 194; found, 194. Starting materials: CN=C=S (methyl isothiocyanate), C(C)OC(=O)COCC(=O)NN (ethoxycarbonylmethoxyacetohydrazide). Run in O1CCCC1 (tetrahydrofuran), alcohol. Reaction conditions: time 2 hour. Yields the product CNC(=S)NNC(=O)COCC(=O)OCC (CH3NHCSNHNHCOCH2OCH2COOEt). RXN SMILES: [CH3:1][N:2]=[C:3]=[S:4].[CH2:5]([O:7][C:8]([CH2:10][O:11][CH2:12][C:13]([NH:15][NH2:16])=[O:14])=[O:9])[CH3:6]>O1CCCC1>[CH3:1][NH:2][C:3]([NH:16][NH:15][C:13]([CH2:12][O:11][CH2:10][C:8]([O:7][CH2:5][CH3:6])=[O:9])=[O:14])=[S:4]. Reported procedure: A solution of methyl isothiocyanate (3.52 g.) in dry tetrahydrofuran (20 ml.) was added during the course of 30 minutes to a suspension of ethoxycarbonylmethoxyacetohydrazide (8.50 g.) in absolute alcohol (50 ml.), and the resulting mixture was stirred for a further period of two hours. The solution was then filtered and the clear filtrate evaporated in vacuo. Trituration of the residue with dry diethyl ether then gave the compound CH3NHCSNHNHCOCH2OCH2COOEt as a white solid material (yield, 8.0 ... Starting materials: ClC=1C=NC(=C(C(=O)O)C1)O (5-chloro-2-hydroxynicotinic acid), CC(C)(C)C=1C=C(N)C=C(C1)C(C)(C)C (3,5-bis[(1,1-dimethyl)ethyl]aniline), raw materials. Yields the product CC(C)(C)C=1C=C(C=C(C1)C(C)(C)C)NC(C1=C(N=CC(=C1)Cl)O)=O (N-{3,5-Bis[(1,1-dimethyl)ethyl]phenyl}-5-chloro-2-hydroxynicotinamide). The yield is 59.1%. Reaction SMILES: [Cl:1][C:2]1[CH:3]=[N:4][C:5]([OH:11])=[C:6]([CH:10]=1)[C:7]([OH:9])=O.[CH3:12][C:13]([C:16]1[CH:17]=[C:18]([CH:20]=[C:21]([C:23]([CH3:26])([CH3:25])[CH3:24])[CH:22]=1)[NH2:19])([CH3:15])[CH3:14]>>[CH3:15][C:13]([C:16]1[CH:17]=[C:18]([NH:19][C:7](=[O:9])[C:6]2[CH:10]=[C:2]([Cl:1])[CH:3]=[N:4][C:5]=2[OH:11])[CH:20]=[C:21]([C:23]([CH3:26])([CH3:25])[CH3:24])[CH:22]=1)([CH3:12])[CH3:14]. Procedure: Using 5-chloro-2-hydroxynicotinic acid and 3,5-bis[(1,1-dimethyl)ethyl]aniline as the raw materials, the same operation as the example 24 gave the title compound. Reaction SMILES: [NH:1]([C:9]([O:11][C:12]([CH3:15])([CH3:14])[CH3:13])=[O:10])[C@H:2]([C:5]([O:7][CH3:8])=[O:6])[CH2:3]I.[P:16]([O:23]CC)([O:20][CH2:21][CH3:22])[O:17][CH2:18][CH3:19]>>[CH3:8][O:7][C:5](=[O:6])[C@@H:2]([NH:1][C:9]([O:11][C:12]([CH3:15])([CH3:14])[CH3:13])=[O:10])[CH2:3][P:16]([O:20][CH2:21][CH3:22])([O:17][CH2:18][CH3:19])=[O:23]. Procedure: Boc-3-iodo-L-Ala-OMe (10 g) was dissolved in triethyl phosphite (79.7 mL). The mixture was heated at 140° C. for 15 h and evaporated to dryness to give the desired compound (9.37 g). It was used in the next step without further purification. Yields the product COC([C@H](CP(=O)(OCC)OCC)NC(=O)OC(C)(C)C)=O ((R)-2-tert-butoxycarbonylamino-3-(diethoxy-phosphoryl)-propionic acid methyl ester). Run at temperature 140 celsius. The reactants are N([C@@H](CI)C(=O)OC)C(=O)OC(C)(C)C (Boc-3-iodo-L-Ala-OMe), P(OCC)(OCC)OCC (triethyl phosphite). Reactants: ClC1=CC=C(S1)S(=O)(=O)N (5-chlorothiophene-2-sulfonamide), FC=1C(=CC2=C(C(N(CO2)C2=CC=C(C(=O)O)C=C2)=O)C1)NC (4-(6-fluoro-7-(methylamino)-4-oxo-2H-benzo[e][1,3]oxazin-3(4H)-yl)benzoic acid), Cl.CN(CCCN=C=NCC)C (1-[3-(dimethylamino)propyl]-3-ethylcarbodiimide hydrochloride). The reagents and catalysts are CN(C1=CC=NC=C1)C (N,N-dimethylpyridin-4-amine). The solvent is C(Cl)Cl (methylene chloride). Conditions: time 8 hour. Product: ClC1=CC=C(S1)S(=O)(=O)NC(C1=CC=C(C=C1)N1COC2=C(C1=O)C=C(C(=C2)NC)F)=O (N-(5-chlorothiophen-2-ylsulfonyl)-4-(6-fluoro-7-(methylamino)-4-oxo-2H-benzo[e] [1,3] oxazin-3(4H)-yl) benzamide). Yield: 160.0%. As a reaction SMILES: [F:1][C:2]1[C:3]([NH:22][CH3:23])=[CH:4][C:5]2[O:10][CH2:9][N:8]([C:11]3[CH:19]=[CH:18][C:14]([C:15](O)=[O:16])=[CH:13][CH:12]=3)[C:7](=[O:20])[C:6]=2[CH:21]=1.Cl.CN(C)CCCN=C=NCC.[Cl:36][C:37]1[S:41][C:40]([S:42]([NH2:45])(=[O:44])=[O:43])=[CH:39][CH:38]=1>C(Cl)Cl.CN(C)C1C=CN=CC=1>[Cl:36][C:37]1[S:41][C:40]([S:42]([NH:45][C:15](=[O:16])[C:14]2[CH:18]=[CH:19][C:11]([N:8]3[C:7](=[O:20])[C:6]4[CH:21]=[C:2]([F:1])[C:3]([NH:22][CH3:23])=[CH:4][C:5]=4[O:10][CH2:9]3)=[CH:12][CH:13]=2)(=[O:44])=[O:43])=[CH:39][CH:38]=1 |f:1.2|. Procedure details: To 4-(6-fluoro-7-(methylamino)-4-oxo-2H-benzo[e][1,3]oxazin-3(4H)-yl)benzoic acid (0.02 g, 0.063 mmol) in methylene chloride (2 ml) was added 1-[3-(dimethylamino)propyl]-3-ethylcarbodiimide hydrochloride (0.013 g, 0.068 mmol), N,N-dimethylpyridin-4-amine (0.008 g, 0.068 mmol) followed by 5-chlorothiophene-2-sulfonamide (0.014 g, 0.07 mmol) and the mixture stirred at room temperature for 8 hr. The solvent was removed and the product purified on HPLC (C18) to give N-(5-chlorothiophen-2-ylsulfonyl)...